From a dataset of the Open Reaction Database (ORD), a public repository of structured organic reaction records. describe an organic reaction: reactants, conditions, products, and yield Reactants: C(C)(C)(C)OC(=O)N[C@@H]1[C@@H](CCCC1)NC1=C(C2=C(C(=N1)C=1C=NN3C1C=C(C=C3)C)C(N(C2)C(=O)OC(C)(C)C)=O)F (tert-butyl 6-(((1R,2S)-2-((tert-butoxycarbonyl)amino)cyclo-hexyl)amino)-7-fluoro-4-(5-methylpyrazolo[1,5-a]pyridin-3-yl)-3-oxo-1H-pyrrolo[3,4-c]pyridine-2(3H)-carboxylate), Cl (HCl). The solvent is C(C)(C)O (isopropanol). Reaction conditions: temperature 65 celsius, time 8 hour. The product is Cl (HCl), N[C@@H]1[C@@H](CCCC1)NC1=C(C2=C(C(=N1)C=1C=NN3C1C=C(C=C3)C)C(NC2)=O)F (6-(((1R,2S)-2-Aminocyclohexyl)amino)-7-fluoro-4-(5-methylpyrazolo[1,5-a]pyridin-3-yl)-1H-pyrrolo[3,4-c]pyridin-3(2H)-one). Isolated yield 102.8%. RXN SMILES: C(OC([NH:8][C@H:9]1[CH2:14][CH2:13][CH2:12][CH2:11][C@H:10]1[NH:15][C:16]1[N:21]=[C:20]([C:22]2[CH:23]=[N:24][N:25]3[CH:30]=[CH:29][C:28]([CH3:31])=[CH:27][C:26]=23)[C:19]2[C:32](=[O:42])[N:33](C(OC(C)(C)C)=O)[CH2:34][C:18]=2[C:17]=1[F:43])=O)(C)(C)C.[ClH:44]>C(O)(C)C>[ClH:44].[NH2:8][C@H:9]1[CH2:14][CH2:13][CH2:12][CH2:11][C@H:10]1[NH:15][C:16]1[N:21]=[C:20]([C:22]2[CH:23]=[N:24][N:25]3[CH:30]=[CH:29][C:28]([CH3:31])=[CH:27][C:26]=23)[C:19]2[C:32](=[O:42])[NH:33][CH2:34][C:18]=2[C:17]=1[F:43]. Procedure details: To a solution of tert-butyl 6-(((1R,2S)-2-((tert-butoxycarbonyl)amino)cyclo-hexyl)amino)-7-fluoro-4-(5-methylpyrazolo[1,5-a]pyridin-3-yl)-3-oxo-1H-pyrrolo[3,4-c]pyridine-2(3H)-carboxylate (110 mg, 0.185 mmol) in isopropanol (10 mL) at 65° C. was added concentrated HCl (0.268 mL, 3.21 mmol) dropwise. The reaction mixture was stirred at 65° C. overnight and then slowly cooled. The solids were filtered and dried to give an HCl salt of the title compound as a pale yellow solid (75 mg, 94%). 1H NMR (... The product is N1=CC=C(C=C1)SCC1=CC=CC(=N1)C=1SC2=C(C(N1)=O)C=CC=C2 (2-{6-[(4-pyridylthio)methyl]-2-pyridyl}-4H-1,3-benzothiazine-4-one). Conditions: time 18 hour. The yield is 17.6%. Reported procedure: 4-Mercaptopyridine (0.21 g, 1.89 mmol) and sodium hydride (60% in oil, 0.083 g, 2.06 mmol) were dissolved in DMF (30 ml), and 6-(4-oxo-4H-1,3-benzothiazin-2-yl)-2-pyridylmethanesulfonate (0.60 g, 1.72 mmol) was added thereto. The reaction mixture was stirred at room temperature for 18 hrs and combined with ethyl acetate and water. The organic layer was washed with saturated brine and dried over anhydrous magnesium sulfate. The solvent was evaporated, and the residue was recrystallized from ethan... Reaction SMILES: [SH:1][C:2]1[CH:7]=[CH:6][N:5]=[CH:4][CH:3]=1.[H-].[Na+].[O:10]=[C:11]1[C:16]2[CH:17]=[CH:18][CH:19]=[CH:20][C:15]=2[S:14][C:13]([C:21]2[N:26]=[C:25]([CH2:27]S([O-])(=O)=O)[CH:24]=[CH:23][CH:22]=2)=[N:12]1.C(OCC)(=O)C>CN(C=O)C.O>[N:5]1[CH:6]=[CH:7][C:2]([S:1][CH2:27][C:25]2[N:26]=[C:21]([C:13]3[S:14][C:15]4[CH:20]=[CH:19][CH:18]=[CH:17][C:16]=4[C:11](=[O:10])[N:12]=3)[CH:22]=[CH:23][CH:24]=2)=[CH:3][CH:4]=1 |f:1.2|. The reactants are O=C1N=C(SC2=C1C=CC=C2)C2=CC=CC(=N2)CS(=O)(=O)[O-] (6-(4-oxo-4H-1,3-benzothiazin-2-yl)-2-pyridylmethanesulfonate), C(C)(=O)OCC (ethyl acetate), SC1=CC=NC=C1 (4-Mercaptopyridine), [H-].[Na+] (sodium hydride). Solvent: CN(C)C=O (DMF), O (water).